Dataset: the Open Reaction Database (ORD), a public repository of structured organic reaction records. Task: describe an organic reaction: reactants, conditions, products, and yield Starting materials: O=C([O-])[O-], C#CCBr, ClCCl, [Cs+], [Cs+], O=c1[nH]c2ccccc2o1. Product: C#CCn1c(=O)oc2ccccc21. RXN SMILES: [C:15](=[O:16])([O-:17])[O-:18].[CH2:11]([C:12]#[CH:13])[Br:14].[Cl:21][CH2:22][Cl:23].[Cs+:19].[Cs+:20].[o:1]1[c:2](=[O:10])[nH:3][c:4]2[c:5]1[cH:6][cH:7][cH:8][cH:9]2>>[o:1]1[c:2](=[O:10])[n:3]([CH2:13][C:12]#[CH:11])[c:4]2[c:5]1[cH:6][cH:7][cH:8][cH:9]2. Starting materials: OCCBr, Cl, O=c1[nH]c(C2CCNC2)cc2ccccc12. Yields the product O=c1[nH]c(C2CCN(CCO)C2)cc2ccccc12. As a reaction SMILES: [Br:18][CH2:19][CH2:20][OH:21].[ClH:1].[NH:2]1[CH2:3][CH:4]([c:7]2[nH:8][c:9](=[O:17])[c:10]3[cH:11][cH:12][cH:13][cH:14][c:15]3[cH:16]2)[CH2:5][CH2:6]1>>[N:2]1([CH2:19][CH2:20][OH:21])[CH2:3][CH:4]([c:7]2[nH:8][c:9](=[O:17])[c:10]3[cH:11][cH:12][cH:13][cH:14][c:15]3[cH:16]2)[CH2:5][CH2:6]1. Starting materials: OC1C2OC3(CC2OC1C3)C3=NC=1N(C(N(C(C1N3C3OCCCC3)=O)CCC)=O)CCC (8-(4-hydroxy-2,6-dioxa-tricyclo[3.3.1.03,7]non-1-yl)-1,3-dipropyl-7-(tetrahydro-pyran-2-yl)-3,7-dihydro-purine-2,6-dione). The reagents and catalysts are Cl (HCl). The solvent is C1CCOC1.CO (THF MeOH). Run at time 4 hour. The product is OC1C2OC3(CC2OC1C3)C3=NC=1N(C(N(C(C1N3)=O)CCC)=O)CCC (8-(4-Hydroxy-2,6-dioxa-tricyclo[3.3.1.03,7]non-1-yl)-1,3-dipropyl-3,7-dihydro-purine-2,6-dione). Isolated yield 38.4%. Reaction SMILES: [OH:1][CH:2]1[CH:9]2[CH2:10][C:5]3([C:11]4[N:19](C5CCCCO5)[C:18]5[C:17](=[O:26])[N:16]([CH2:27][CH2:28][CH3:29])[C:15](=[O:30])[N:14]([CH2:31][CH2:32][CH3:33])[C:13]=5[N:12]=4)[CH2:6][CH:7]([O:8]2)[CH:3]1[O:4]3>Cl.C1COCC1.CO>[OH:1][CH:2]1[CH:9]2[CH2:10][C:5]3([C:11]4[NH:19][C:18]5[C:17](=[O:26])[N:16]([CH2:27][CH2:28][CH3:29])[C:15](=[O:30])[N:14]([CH2:31][CH2:32][CH3:33])[C:13]=5[N:12]=4)[CH2:6][CH:7]([O:8]2)[CH:3]1[O:4]3 |f:2.3|. Reported procedure: To a solution of 8-(4-hydroxy-2,6-dioxa-tricyclo[3.3.1.03,7]non-1-yl)-1,3-dipropyl-7-(tetrahydro-pyran-2-yl)-3,7-dihydro-purine-2,6-dione (0.065 mmol, 0.030 g) in 1:1 THF/MeOH (6 ml) was added 1N HCl (3 drops). The reaction was stirred at room temperature 4 h and then concentrated to dryness. The residue was purified by reverse phase HPLC, providing product (0.0094 g, 38%). 1H NMR (400 MHz, d6-DMSO): 0.80-0.89 (m, 6H), 1.48-1.56 (m, 2H), 1.60-1.70 (m, 2H), 1.9-2.09 (m, 2H), 2.2-2.25 (m, 1H), 3.7... Reactants: C1(CCCC1)C1=C(C=C(COC2=CC=3C4=C(NC3C=C2)C(CC4)CC(=O)OC)C=C1)C(F)(F)F (Methyl 2-(7-(4-cyclopentyl-3-(trifluoromethyl)benzyloxy)-1,2,3,4-tetrahydrocyclopenta[b]indol-3-yl)acetate), O1CCOCC1 (1,4-dioxane), [OH-].[Li+] (lithium hydroxide). Reaction conditions: temperature 60 celsius, time 1 hour. Yields the product C1(CCCC1)C1=C(C=C(COC2=CC=3C(=C4N(C3C=C2)CCC4CC(=O)O)C)C=C1)C(F)(F)F (2-(7-(4-Cyclopentyl-3-(trifluoromethyl)benzyloxy)-9-methyl-2,3-dihydro-1H-pyrrolo[1,2-a]indol-1-yl)acetic Acid). Reaction SMILES: [CH:1]1([C:6]2[CH:30]=[CH:29][C:9]([CH2:10][O:11][C:12]3[CH:20]=[CH:19][C:18]4[NH:17][C:16]5[CH:21]([CH2:24][C:25]([O:27]C)=[O:26])[CH2:22][CH2:23][C:15]=5[C:14]=4[CH:13]=3)=[CH:8][C:7]=2[C:31]([F:34])([F:33])[F:32])[CH2:5][CH2:4][CH2:3][CH2:2]1.[OH-].[Li+].O1CCOC[CH2:38]1>>[CH:1]1([C:6]2[CH:30]=[CH:29][C:9]([CH2:10][O:11][C:12]3[CH:20]=[CH:19][C:18]4[N:17]5[CH2:23][CH2:22][CH:21]([CH2:24][C:25]([OH:27])=[O:26])[C:16]5=[C:15]([CH3:38])[C:14]=4[CH:13]=3)=[CH:8][C:7]=2[C:31]([F:32])([F:33])[F:34])[CH2:5][CH2:4][CH2:3][CH2:2]1 |f:1.2|. Reported procedure: Methyl 2-(7-(4-cyclopentyl-3-(trifluoromethyl)benzyloxy)-1,2,3,4-tetrahydrocyclopenta[b]indol-3-yl)acetate (0.579 g, 1.192 mmol) was dissolved in 1,4-dioxane (10.74 mL). Aqueous 1.0 M lithium hydroxide (3.58 mL, 3.58 mmol) was added at 25° C. to give a slightly turbid solution. The reaction mixture was stirred at 60° C. for 1 h and cooled to 25° C. The solvent was evaporated in vacuo at 25° C. to a volume of 4 mL and added 0.5 M citric acid (14 mL) and MTBE (75 mL). The mixture was shaken. The o...